This data is from the Open Reaction Database (ORD), a public repository of structured organic reaction records. The task is: describe an organic reaction: reactants, conditions, products, and yield The reactants are FC(C(=O)O)(F)F.COC=1C(=C2C=CN(C2=CC1)S(=O)(=O)C1=CC=CC=C1)CN(C)C ({[5-Methoxy-1-(phenylsulfonyl)-1H-indol-4-yl]methyl}dimethylamine trifluoroacetate), [OH-].[Na+] (NaOH). The solvent is CCO (EtOH). Yields the product FC(C(=O)O)(F)F.COC=1C(=C2C=CNC2=CC1)CN(C)C ([(5-Methoxy-1H-indol-4-yl)methyl]dimethylamine trifluoroacetate). As a reaction SMILES: [F:1][C:2]([F:7])([F:6])[C:3]([OH:5])=[O:4].[CH3:8][O:9][C:10]1[C:11]([CH2:28][N:29]([CH3:31])[CH3:30])=[C:12]2[C:16](=[CH:17][CH:18]=1)[N:15](S(C1C=CC=CC=1)(=O)=O)[CH:14]=[CH:13]2.[OH-].[Na+]>CCO>[F:1][C:2]([F:7])([F:6])[C:3]([OH:5])=[O:4].[CH3:8][O:9][C:10]1[C:11]([CH2:28][N:29]([CH3:30])[CH3:31])=[C:12]2[C:16](=[CH:17][CH:18]=1)[NH:15][CH:14]=[CH:13]2 |f:0.1,2.3,5.6|. Procedure details: {[5-Methoxy-1-(phenylsulfonyl)-1H-indol-4-yl]methyl}dimethylamine trifluoroacetate (127 mg, 0.278 mmol) was refluxed in EtOH (2 ml) and 1 M NaOH (2 ml) for 3 h. The mixture was extracted with DCM The product was purified on Gilson HPLC using 20-40% MeCN in 0.1% TFA. Yield: 54.6 mg (62%); colourless oil. Reactants: NC=1C(=NC=C(C1)N1CCOCC1)C1=CC=C(C#N)C=C1 (4-(3-amino-5-morpholinopyridin-2-yl)benzonitrile), ClC1=C(C(=NC2=CC(=CC(=C12)F)F)C1=NC=CC=C1)C (4-chloro-5,7-difluoro-3-methyl-2-(pyridin-2-yl)quinoline), C1(CCCCC1)P(C1=C(C=CC=C1)C1=C(C=C(C=C1C(C)C)C(C)C)C(C)C)C1CCCCC1 (2-(dicyclohexylphosphino)-2′,4′,6′,-triisopropyl-biphenyl), CC(C)C1=CC(=C(C(=C1)C(C)C)C2=C(C=CC=C2)P(C3CCCCC3)C4CCCCC4)C(C)C (X-Phos), CC(C)([O-])C.[Na+] (sodium tert-butoxide). Reagents/catalysts: C=1C=CC(=CC1)/C=C/C(=O)/C=C/C2=CC=CC=C2.C=1C=CC(=CC1)/C=C/C(=O)/C=C/C2=CC=CC=C2.C=1C=CC(=CC1)/C=C/C(=O)/C=C/C2=CC=CC=C2.[Pd].[Pd] (tris(dibenzylideneacetone)dipalladium). Run in O (water), C1(=CC=CC=C1)C (toluene). Conditions: temperature 100 celsius, time 18 hour. Yields the product FC1=C2C(=C(C(=NC2=CC(=C1)F)C1=NC=CC=C1)C)NC=1C(=NC=C(C1)N1CCOCC1)C1=CC=C(C#N)C=C1 (4-(3-(5,7-difluoro-3-methyl-2-(pyridin-2-yl)quinolin-4-ylamino)-5-morpholinopyridin-2-yl)benzonitrile). Reaction SMILES: [NH2:1][C:2]1[C:3]([C:14]2[CH:21]=[CH:20][C:17]([C:18]#[N:19])=[CH:16][CH:15]=2)=[N:4][CH:5]=[C:6]([N:8]2[CH2:13][CH2:12][O:11][CH2:10][CH2:9]2)[CH:7]=1.Cl[C:23]1[C:32]2[C:27](=[CH:28][C:29]([F:34])=[CH:30][C:31]=2[F:33])[N:26]=[C:25]([C:35]2[CH:40]=[CH:39][CH:38]=[CH:37][N:36]=2)[C:24]=1[CH3:41].C1(P(C2CCCCC2)C2C=CC=CC=2C2C(C(C)C)=CC(C(C)C)=CC=2C(C)C)CCCCC1.CC(C)([O-])C.[Na+]>C1(C)C=CC=CC=1.C1C=CC(/C=C/C(/C=C/C2C=CC=CC=2)=O)=CC=1.C1C=CC(/C=C/C(/C=C/C2C=CC=CC=2)=O)=CC=1.C1C=CC(/C=C/C(/C=C/C2C=CC=CC=2)=O)=CC=1.[Pd].[Pd].O>[F:33][C:31]1[CH:30]=[C:29]([F:34])[CH:28]=[C:27]2[C:32]=1[C:23]([NH:1][C:2]1[C:3]([C:14]3[CH:21]=[CH:20][C:17]([C:18]#[N:19])=[CH:16][CH:15]=3)=[N:4][CH:5]=[C:6]([N:8]3[CH2:9][CH2:10][O:11][CH2:12][CH2:13]3)[CH:7]=1)=[C:24]([CH3:41])[C:25]([C:35]1[CH:40]=[CH:39][CH:38]=[CH:37][N:36]=1)=[N:26]2 |f:3.4,6.7.8.9.10|. Procedure details: A mixture of 4-(3-amino-5-morpholinopyridin-2-yl)benzonitrile (54.9 mg, 0.2 mmol), 4-chloro-5,7-difluoro-3-methyl-2-(pyridin-2-yl)quinoline (85.7 mg, 0.3 mmol), 2-(dicyclohexylphosphino)-2′,4′,6′,-triisopropyl-biphenyl, (X-Phos) (15.2 mg, 0.03 mmol), tris(dibenzylideneacetone)dipalladium (0) (8.2 mg, 9 μmol), and sodium tert-butoxide (58.8 mg, 0.6 mmol) in dry toluene (2.0 mL) was degassed by nitrogen. The resulting reaction was heated to 100° C. and monitored with TLC and LC-MS. After 18 h, the... Reactants: [C-]#N, C=CCN(C#N)CC=C, CO, [K+], O. The product is C=CCN(CC=C)C(=N)OC. Reaction SMILES: [C-:10]#[N:11].[CH2:1]([CH:2]=[CH2:3])[N:4]([C:5]#[N:6])[CH2:7][CH:8]=[CH2:9].[CH3:13][OH:14].[K+:12].[OH2:15]>>[CH2:1]([CH:2]=[CH2:3])[N:4]([C:5](=[NH:6])[O:14][CH3:13])[CH2:7][CH:8]=[CH2:9]. The reactants are P(=O)(Cl)(Cl)Cl (Phosphoryl chloride), CN1C(C=CC2=CC=CC=C12)=CC(=O)C=C1N(C2=CC=CC=C2C=C1)C (1,3-Bis(1-methyl-2-(1H)-quinolylidene)acetone), Cl(=O)(=O)(=O)[O-].C(C)[NH+]1C(N(C=2C1=NC1=CC=CC=C1N2)CC)C#CC=C2N(C=1C(=NC3=CC=CC=C3N1)N2CC)CC (1,3-Diethyl-2-[(1,3-diethyl-1H-imidazo[4,5-b]quinoxalin-2-(3H)-ylidene)-1-propynyl]-1H-imidazo[4,5-b]quinoxalinium perchlorate). Run in N1=CC=CC=C1 (pyridine). Conditions: time 5 minute. The product is Cl(=O)(=O)(=O)[O-].C[N+]1=C(C=CC2=CC=CC=C12)C#CC=C1N(C2=CC=CC=C2C=C1)C (1-Methyl-2-[(1-methyl-2(1H)-quinolylidene)-1-propynyl]quinolinium perchlorate). Isolated yield 35.0%. Reaction SMILES: P(Cl)(Cl)(Cl)=O.[CH3:6][N:7]1[C:16]2[C:11](=[CH:12][CH:13]=[CH:14][CH:15]=2)[CH:10]=[CH:9][C:8]1=[CH:17][C:18]([CH:20]=[C:21]1[CH:30]=[CH:29][C:28]2[C:23](=[CH:24][CH:25]=[CH:26][CH:27]=2)[N:22]1[CH3:31])=O.[Cl:32]([O-:36])(=[O:35])(=[O:34])=[O:33].C([NH+]1C2=NC3C(N=C2N(CC)C1C#CC=C1N(CC)C2=NC4C(N=C2N1CC)=CC=CC=4)=CC=CC=3)C>N1C=CC=CC=1>[Cl:32]([O-:36])(=[O:35])(=[O:34])=[O:33].[CH3:6][N+:7]1[C:16]2[C:11](=[CH:12][CH:13]=[CH:14][CH:15]=2)[CH:10]=[CH:9][C:8]=1[C:17]#[C:18][CH:20]=[C:21]1[CH:30]=[CH:29][C:28]2[C:23](=[CH:24][CH:25]=[CH:26][CH:27]=2)[N:22]1[CH3:31] |f:2.3,5.6|. Procedure: Phosphoryl chloride (1.0 ml) is added to a stirred suspension of 1,3-Bis(1-methyl-2-(1H)-quinolylidene)acetone (0.68 g, 0.002 mol) in pyridine (10 ml). The mixture is stirred for 5 min., then the solid is collected and washed with a little pyridine, then with ether. The dye is converted to its perchlorate salt by solution in methanol, followed by addition of aqueous sodium perchlorate solution. After recrystallization from acetonitrile, the yield of purified dye is 0.30 g (36%) with the melting ... The reactants are CCOC(C)=O, ClCCl, CO, CO, COCCSc1cc2c(Nc3ccc(Cl)cc3F)ccnc2cc1OC, O. The product is COCCS(=O)c1cc2c(Nc3ccc(Cl)cc3F)ccnc2cc1OC. RXN SMILES: [C:32]([O:33][CH2:35][CH3:36])(=[O:34])[CH3:37].[CH2:27]([Cl:28])[Cl:29].[CH3:30][OH:31].[CH3:38][OH:39].[Cl:1][c:2]1[cH:3][c:4]([F:26])[c:5]([NH:6][c:7]2[cH:8][cH:9][n:10][c:11]3[cH:12][c:13]([O:22][CH3:23])[c:14]([S:17][CH2:18][CH2:19][O:20][CH3:21])[cH:15][c:16]23)[cH:24][cH:25]1.[OH2:40]>>[Cl:1][c:2]1[cH:3][c:4]([F:26])[c:5]([NH:6][c:7]2[cH:8][cH:9][n:10][c:11]3[cH:12][c:13]([O:22][CH3:23])[c:14]([S:17]([CH2:18][CH2:19][O:20][CH3:21])=[O:34])[cH:15][c:16]23)[cH:24][cH:25]1. The reactants are N([C@@H](CCCCNC(=O)OC(C)(C)C)C(=O)O)C(=O)OCC1=CC=CC=C1 (Z-Lys(Boc)), C(C)N1CCOCC1 (N-ethylmorpholine), Cl (HCl), N[C@@H](CC1=CC=CC=C1)C(=O)N[C@@H](CC1=CC=CC=C1)C(=O)O (H-Phe-Phe-OH). Solvent: CN(C=O)C (dimethylformamide). Conditions: time 24 hour. Yields the product N([C@@H](CCCCNC(=O)OC(C)(C)C)C(=O)N[C@@H](CC1=CC=CC=C1)C(=O)N[C@@H](CC1=CC=CC=C1)C(=O)O)C(=O)OCC1=CC=CC=C1 (Z-Lys(Boc)-Phe-Phe-OH). As a reaction SMILES: [NH:1]([C:18]([O:20][CH2:21][C:22]1[CH:27]=[CH:26][CH:25]=[CH:24][CH:23]=1)=[O:19])[C@H:2]([C:15]([OH:17])=O)[CH2:3][CH2:4][CH2:5][CH2:6][NH:7][C:8]([O:10][C:11]([CH3:14])([CH3:13])[CH3:12])=[O:9].Cl.[NH2:29][C@H:30]([C:38]([NH:40][C@H:41]([C:49]([OH:51])=[O:50])[CH2:42][C:43]1[CH:48]=[CH:47][CH:46]=[CH:45][CH:44]=1)=[O:39])[CH2:31][C:32]1[CH:37]=[CH:36][CH:35]=[CH:34][CH:33]=1.C(N1CCOCC1)C>CN(C)C=O>[NH:1]([C:18]([O:20][CH2:21][C:22]1[CH:27]=[CH:26][CH:25]=[CH:24][CH:23]=1)=[O:19])[C@H:2]([C:15]([NH:29][C@H:30]([C:38]([NH:40][C@H:41]([C:49]([OH:51])=[O:50])[CH2:42][C:43]1[CH:44]=[CH:45][CH:46]=[CH:47][CH:48]=1)=[O:39])[CH2:31][C:32]1[CH:37]=[CH:36][CH:35]=[CH:34][CH:33]=1)=[O:17])[CH2:3][CH2:4][CH2:5][CH2:6][NH:7][C:8]([O:10][C:11]([CH3:12])([CH3:13])[CH3:14])=[O:9]. Procedure details: 4.19 g of Z-Lys(Boc)-OPc and 2.47 g of HCl.H-Phe-Phe-OH are taken up in 50 ml of dimethylformamide, 0.84 ml of N-ethylmorpholine are added and the whole is left to stand for 24 hours at 20°. The reaction mixture is concentrated by evaporation and the residue is triturated with water and dried over phosphorus pentoxide. Recrystallisation from ether yields crystals having a melting point of 154° to 156°. Starting materials: Cn1cc(Br)nc(Br)c1=O, CC(C)O, Nc1ccc(C(=O)O)c([N+](=O)[O-])c1. The product is Cn1cc(Br)nc(Nc2ccc(C(=O)O)c([N+](=O)[O-])c2)c1=O. As a reaction SMILES: [Br:1][c:2]1[c:3](=[O:10])[n:4]([CH3:9])[cH:5][c:6]([Br:8])[n:7]1.[CH:24]([OH:25])([CH3:26])[CH3:27].[NH2:11][c:12]1[cH:13][c:14]([N+:21](=[O:22])[O-:23])[c:15]([C:16](=[O:17])[OH:18])[cH:19][cH:20]1>>[c:2]1([NH:11][c:12]2[cH:13][c:14]([N+:21](=[O:22])[O-:23])[c:15]([C:16](=[O:17])[OH:18])[cH:19][cH:20]2)[c:3](=[O:10])[n:4]([CH3:9])[cH:5][c:6]([Br:8])[n:7]1. The reactants are C1(CCCC1)OC=1C=C(CC=2OC3=C(N2)C=C(C=C3CCO)Cl)C=CC1OC (2-(3-cyclopentyloxy-4-methoxybenzyl)-5-chloro-7-(2-hydroxyethyl)benzoxazole), [O-]C#N.[Na+] (sodium cyanate), O (water), FC(C(=O)O)(F)F (trifluoroacetic acid). Run in C(Cl)Cl (CH2Cl2), C(Cl)Cl (CH2Cl2). Run at time 8 hour. The product is C(N)(O)=O.C1(CCCC1)OC=1C=C(CC=2OC3=C(N2)C=C(C=C3CCO)Cl)C=CC1OC (2-(3-Cyclopentyloxy-4-methoxybenzyl)-5-chloro-7-(2-hydroxyethyl)benzoxazole Carbamate). Yield: 172.8%. RXN SMILES: [CH:1]1([O:6][C:7]2[CH:8]=[C:9]([CH:24]=[CH:25][C:26]=2[O:27][CH3:28])[CH2:10][C:11]2[O:12][C:13]3[C:19]([CH2:20][CH2:21][OH:22])=[CH:18][C:17]([Cl:23])=[CH:16][C:14]=3[N:15]=2)[CH2:5][CH2:4][CH2:3][CH2:2]1.[O-:29]C#N.[Na+].FC(F)(F)C(O)=O.O>C(Cl)Cl>[C:11](=[O:12])([OH:29])[NH2:15].[CH:1]1([O:6][C:7]2[CH:8]=[C:9]([CH:24]=[CH:25][C:26]=2[O:27][CH3:28])[CH2:10][C:11]2[O:12][C:13]3[C:19]([CH2:20][CH2:21][OH:22])=[CH:18][C:17]([Cl:23])=[CH:16][C:14]=3[N:15]=2)[CH2:5][CH2:4][CH2:3][CH2:2]1 |f:1.2,6.7|. Reported procedure: A suspension of 2-(3-cyclopentyloxy-4-methoxybenzyl)-5-chloro-7-(2-hydroxyethyl)benzoxazole (0.6 g, 0.0015 mol) and sodium cyanate (0.2 g, 0.0030 mol) was stirred in 4 ml of CH2Cl2 and then trifluoroacetic acid (0.34 g, 0.0030 mol) was added. The mixture was stirred overnight as the initial solid dissolved and a new solid began to form. The next day CH2Cl2 (50 ml) and water (50 ml) were added. The water layer was separated and extracted with 2×50 ml of CH2Cl2. The combined CH2Cl2 layers were was... As a reaction SMILES: [CH3:16][CH2:17][C:18]([OH:19])=[O:20].[CH3:21][N:22]([c:23]1[cH:24][cH:25][cH:26][cH:27][n:28]1)[CH3:29].[CH3:45][N:46]([CH3:47])[CH:48]=[O:49].[CH:30]1([N:31]=[C:32]=[N:33][CH:34]2[CH2:35][CH2:36][CH2:37][CH2:38][CH2:39]2)[CH2:40][CH2:41][CH2:42][CH2:43][CH2:44]1.[Cl:1][c:2]1[c:3]([CH:8]2[CH2:9][C:10](=[O:15])[CH2:11][C:12](=[O:14])[CH2:13]2)[cH:4][cH:5][cH:6][cH:7]1>>[Cl:1][c:2]1[c:3]([CH:8]2[CH2:9][C:10](=[O:15])[CH:11]([C:18]([CH2:17][CH3:16])=[O:19])[C:12](=[O:14])[CH2:13]2)[cH:4][cH:5][cH:6][cH:7]1. Yields the product CCC(=O)C1C(=O)CC(c2ccccc2Cl)CC1=O. The reactants are CCC(=O)O, CN(C)c1ccccn1, CN(C)C=O, C(=NC1CCCCC1)=NC1CCCCC1, O=C1CC(=O)CC(c2ccccc2Cl)C1. As a reaction SMILES: Cl[C:2]1[C:11]2[C:6](=[CH:7][CH:8]=[CH:9][C:10]=2[Cl:12])[CH:5]=[C:4]([C@@H:13]([NH:15][C:16]2[N:24]=[CH:23][N:22]=[C:21]3[C:17]=2[N:18]=[CH:19][N:20]3[CH2:25][C:26]2[CH:31]=[CH:30][C:29]([O:32][CH3:33])=[CH:28][CH:27]=2)[CH3:14])[N:3]=1.O.[CH3:35][N:36](C=O)C>C1C=CC([P]([Pd]([P](C2C=CC=CC=2)(C2C=CC=CC=2)C2C=CC=CC=2)([P](C2C=CC=CC=2)(C2C=CC=CC=2)C2C=CC=CC=2)[P](C2C=CC=CC=2)(C2C=CC=CC=2)C2C=CC=CC=2)(C2C=CC=CC=2)C2C=CC=CC=2)=CC=1>[Cl:12][C:10]1[CH:9]=[CH:8][CH:7]=[C:6]2[C:11]=1[C:2]([C:35]#[N:36])=[N:3][C:4]([C@@H:13]([NH:15][C:16]1[N:24]=[CH:23][N:22]=[C:21]3[C:17]=1[N:18]=[CH:19][N:20]3[CH2:25][C:26]1[CH:31]=[CH:30][C:29]([O:32][CH3:33])=[CH:28][CH:27]=1)[CH3:14])=[CH:5]2 |^1:43,45,64,83|. Conditions: temperature 100 celsius, time 8 hour. Yields the product ClC=1C=CC=C2C=C(N=C(C12)C#N)[C@H](C)NC1=C2N=CN(C2=NC=N1)CC1=CC=C(C=C1)OC ((S)-8-chloro-3-(1-((9-(4-methoxybenzyl)-9H-purin-6-yl)amino)ethyl)isoquinoline-1-carbonitrile). Reagents/catalysts: C=1C=CC(=CC1)[P](C=2C=CC=CC2)(C=3C=CC=CC3)[Pd]([P](C=4C=CC=CC4)(C=5C=CC=CC5)C=6C=CC=CC6)([P](C=7C=CC=CC7)(C=8C=CC=CC8)C=9C=CC=CC9)[P](C=1C=CC=CC1)(C=1C=CC=CC1)C=1C=CC=CC1 (tetrakis(triphenylphosphine)palladium). The reactants are ClC1=NC(=CC2=CC=CC(=C12)Cl)[C@H](C)NC1=C2N=CN(C2=NC=N1)CC1=CC=C(C=C1)OC ((S)—N-(1-(1,8-dichloroisoquinolin-3-yl)ethyl)-9-(4-methoxybenzyl)-9H-purin-6-amine), CN(C)C=O (DMF), O (water). Procedure: To a stirred solution of ((S)—N-(1-(1,8-dichloroisoquinolin-3-yl)ethyl)-9-(4-methoxybenzyl)-9H-purin-6-amine 1 (1.5 g, 3.1 mmol, 1.0 eq) and tetrakis(triphenylphosphine)palladium (181 mg, 0.16 mmol, 0.05 eq) in DMF (50 mL) at RT, dicyanozine (476 mg, 4.06 mmol, 1.3 eq) was added and the resulting mixture was stirred at 100° C. overnight. The reaction mixture was poured into water (100 mL) and extracted with DCM (3×100 mL). The combined organic layers were washed with brine, dried over Na2SO4 and...